The task is: describe an organic reaction: reactants, conditions, products, and yield. This data is from the Open Reaction Database (ORD), a public repository of structured organic reaction records. The reactants are C(C1=CC=CC=C1)(=O)NCCC1=CC=C(C=C1)C1=CC=C(C=C1)O (4-(2-benzamido-ethyl)-4'-hydroxybiphenyl), BrC(C(=O)OCC)(C)C (ethyl 2-bromo-2-methyl-propionate). Product: CC(C(=O)OCC)(C)OC1=CC=C(C=C1)C1=CC=C(C=C1)CCNC(C1=CC=CC=C1)=O (Ethyl 2-Methyl-2-{4-[2-benzamido-ethyl]-biphenyl-4'-oxy}-propionate). Yield: 16.0%. As a reaction SMILES: [C:1]([NH:9][CH2:10][CH2:11][C:12]1[CH:17]=[CH:16][C:15]([C:18]2[CH:23]=[CH:22][C:21]([OH:24])=[CH:20][CH:19]=2)=[CH:14][CH:13]=1)(=[O:8])[C:2]1[CH:7]=[CH:6][CH:5]=[CH:4][CH:3]=1.Br[C:26]([CH3:33])([CH3:32])[C:27]([O:29][CH2:30][CH3:31])=[O:28]>>[CH3:32][C:26]([O:24][C:21]1[CH:20]=[CH:19][C:18]([C:15]2[CH:16]=[CH:17][C:12]([CH2:11][CH2:10][NH:9][C:1](=[O:8])[C:2]3[CH:3]=[CH:4][CH:5]=[CH:6][CH:7]=3)=[CH:13][CH:14]=2)=[CH:23][CH:22]=1)([CH3:33])[C:27]([O:29][CH2:30][CH3:31])=[O:28]. Reported procedure: Ethyl 2-Methyl-2-{4-[2-benzamido-ethyl]-biphenyl-4'-oxy}-propionate was prepared from 4-(2-benzamido-ethyl)-4'-hydroxybiphenyl and ethyl 2-bromo-2-methyl-propionate analogous to Example 1. Yield: 16% of theory; m.p. 100° C. The reactants are ClCCl, Clc1ccc(-c2onc3c(CBr)cccc23)cc1, N#C[K], C1COCCO1, O. The product is N#CCc1cccc2c(-c3ccc(Cl)cc3)onc12. RXN SMILES: [CH2:29]([Cl:30])[Cl:31].[Cl:1][c:2]1[cH:3][cH:4][c:5](-[c:8]2[o:9][n:10][c:11]3[c:12]2[cH:13][cH:14][cH:15][c:16]3[CH2:17][Br:18])[cH:6][cH:7]1.[K:19][C:20]#[N:21].[O:22]1[CH2:23][CH2:24][O:25][CH2:26][CH2:27]1.[OH2:28]>>[Cl:1][c:2]1[cH:3][cH:4][c:5](-[c:8]2[o:9][n:10][c:11]3[c:12]2[cH:13][cH:14][cH:15][c:16]3[CH2:17][C:20]#[N:21])[cH:6][cH:7]1.